This data is from the Open Reaction Database (ORD), a public repository of structured organic reaction records. The task is: describe an organic reaction: reactants, conditions, products, and yield The reactants are C1CCOC1, CCCC[N+](CCCC)(CCCC)CCCC, CCOC(C)=O, C#CCn1c(-c2ccccc2CO[Si](C(C)C)(C(C)C)C(C)C)c(C2CCCCC2)c2ccc(C(=O)OC)cc21, [F-]. Yields the product C#CCn1c(-c2ccccc2CO)c(C2CCCCC2)c2ccc(C(=O)OC)cc21. As a reaction SMILES: [CH2:59]1[O:60][CH2:61][CH2:62][CH2:63]1.[CH3:2][CH2:3][CH2:4][CH2:5][N+:6]([CH2:7][CH2:8][CH2:9][CH3:10])([CH2:11][CH2:12][CH2:13][CH3:14])[CH2:15][CH2:16][CH2:17][CH3:18].[CH3:64][CH2:65][O:66][C:67]([CH3:68])=[O:69].[CH:19]1([c:25]2[c:26](-[c:41]3[c:42]([CH2:47][O:48][Si:49]([CH:50]([CH3:51])[CH3:52])([CH:53]([CH3:54])[CH3:55])[CH:56]([CH3:57])[CH3:58])[cH:43][cH:44][cH:45][cH:46]3)[n:27]([CH2:38][C:39]#[CH:40])[c:28]3[cH:29][c:30]([C:34](=[O:35])[O:36][CH3:37])[cH:31][cH:32][c:33]23)[CH2:20][CH2:21][CH2:22][CH2:23][CH2:24]1.[F-:1]>>[CH:19]1([c:25]2[c:26](-[c:41]3[c:42]([CH2:47][OH:48])[cH:43][cH:44][cH:45][cH:46]3)[n:27]([CH2:38][C:39]#[CH:40])[c:28]3[cH:29][c:30]([C:34](=[O:35])[O:36][CH3:37])[cH:31][cH:32][c:33]23)[CH2:20][CH2:21][CH2:22][CH2:23][CH2:24]1. Reactants: CCCC(=O)Cl, ClCCl, COC(=O)c1sccc1N, c1ccncc1. The product is CCCC(=O)Nc1ccsc1C(=O)OC. Reaction SMILES: [C:17]([CH2:18][CH2:19][CH3:20])(=[O:21])[Cl:22].[CH2:23]([Cl:24])[Cl:25].[NH2:1][c:2]1[c:3]([C:7](=[O:8])[O:9][CH3:10])[s:4][cH:5][cH:6]1.[cH:11]1[cH:12][cH:13][n:14][cH:15][cH:16]1>>[NH:1]([c:2]1[c:3]([C:7](=[O:8])[O:9][CH3:10])[s:4][cH:5][cH:6]1)[C:17]([CH2:18][CH2:19][CH3:20])=[O:21]. Starting materials: BrC=1C=C(C(=O)OC)C=CN1 (methyl 2-bromoisonicotinate), CC1=CN=C(S1)[Sn](CCCC)(CCCC)CCCC (5-methyl-2-(tributylstannyl)thiazole), copper iodide CuI. The reagents and catalysts are C=1C=CC(=CC1)[P](C=2C=CC=CC2)(C=3C=CC=CC3)[Pd]([P](C=4C=CC=CC4)(C=5C=CC=CC5)C=6C=CC=CC6)([P](C=7C=CC=CC7)(C=8C=CC=CC8)C=9C=CC=CC9)[P](C=1C=CC=CC1)(C=1C=CC=CC1)C=1C=CC=CC1 (Pd(PPh3)4). Solvent: CN(C)C=O (DMF). Reaction conditions: temperature 90 celsius. The product is CC1=CN=C(S1)C=1C=C(C(=O)OC)C=CN1 (methyl 2-(5-methylthiazol-2-yl)isonicotinate). As a reaction SMILES: Br[C:2]1[CH:3]=[C:4]([CH:9]=[CH:10][N:11]=1)[C:5]([O:7][CH3:8])=[O:6].[CH3:12][C:13]1[S:17][C:16]([Sn](CCCC)(CCCC)CCCC)=[N:15][CH:14]=1>CN(C=O)C.C1C=CC([P]([Pd]([P](C2C=CC=CC=2)(C2C=CC=CC=2)C2C=CC=CC=2)([P](C2C=CC=CC=2)(C2C=CC=CC=2)C2C=CC=CC=2)[P](C2C=CC=CC=2)(C2C=CC=CC=2)C2C=CC=CC=2)(C2C=CC=CC=2)C2C=CC=CC=2)=CC=1>[CH3:12][C:13]1[S:17][C:16]([C:2]2[CH:3]=[C:4]([CH:9]=[CH:10][N:11]=2)[C:5]([O:7][CH3:8])=[O:6])=[N:15][CH:14]=1 |^1:39,41,60,79|. Reported procedure: A mixture of commercially available methyl 2-bromoisonicotinate (2.750 g; 12.70 mmol), 5-methyl-2-(tributylstannyl)thiazole (4.942 g; 12.70 mmol), copper iodide CuI (242 mg; 1.27 mmol), and Pd(PPh3)4 (1.471 g; 1.27 mmol) in anh. DMF (55 ml) was heated to 90° C., under nitrogen, for 18 h. After cooling to rt, the reaction mixture was filtered over a pad of celite, and the separated solids were washed with AcOEt. The organic layer was washed with water and brine, dried over anh. MgSO4, filtered, a... Reactants: IC1=C(C=C(C(=C1)[N+](=O)[O-])C(F)(F)F)NS(=O)(=O)C (N-(2-iodo-4-nitro-5-trifluoromethyl-phenyl)-methanesulfonamide), CC(=C)C#C (2-methyl-1-buten-3-yne). Yields the product C(=C)(C)C=1N(C2=CC(=C(C=C2C1)[N+](=O)[O-])C(F)(F)F)S(=O)(=O)C (2-Isopropenyl-1-methanesulfonyl-5-nitro-6-trifluoromethyl-1H-indole). RXN SMILES: I[C:2]1[CH:7]=[C:6]([N+:8]([O-:10])=[O:9])[C:5]([C:11]([F:14])([F:13])[F:12])=[CH:4][C:3]=1[NH:15][S:16]([CH3:19])(=[O:18])=[O:17].[CH3:20][C:21]([C:23]#[CH:24])=[CH2:22]>>[C:21]([C:23]1[N:15]([S:16]([CH3:19])(=[O:18])=[O:17])[C:3]2[C:2]([CH:24]=1)=[CH:7][C:6]([N+:8]([O-:10])=[O:9])=[C:5]([C:11]([F:14])([F:13])[F:12])[CH:4]=2)([CH3:22])=[CH2:20]. Procedure: This compound-was prepared using the general Sonagashira conditions as described in general Example C, starting from N-(2-iodo-4-nitro-5-trifluoromethyl-phenyl)-methanesulfonamide (9.0 g, 21.9 mmol) and 2-methyl-1-buten-3-yne (6.25 mL, 65.7 mmol) to yield the title compound as a reddish-brown solid. Reactants: BrC=1C(=C(C=2N(C1)N=C(N2)N)C2=CC(=CC=C2)C(F)(F)F)C (6-bromo-7-methyl-8-(3-trifluoromethyl-phenyl)-[1,2,4]triazolo[1,5-a]pyridin-2-ylamine), BrC=1C(=C(C(=NC1)Cl)C1=CC(=CC=C1)C(F)(F)F)C (5-Bromo-2-chloro-4-methyl-3-(3-trifluoromethyl-phenyl)-pyridine). The product is BrC=1C(=C(C=2N(C1)N=C(N2)Cl)C2=CC(=CC=C2)C(F)(F)F)C (6-Bromo-2-chloro-7-methyl-8-(3-trifluoromethyl-phenyl)-[1,2,4]triazolo[1,5-a]pyridine). RXN SMILES: [Br:1][C:2]1[C:3]([CH3:22])=[C:4]([C:12]2[CH:17]=[CH:16][CH:15]=[C:14]([C:18]([F:21])([F:20])[F:19])[CH:13]=2)[C:5]2[N:6]([N:8]=[C:9](N)[N:10]=2)[CH:7]=1.BrC1C(C)=C(C2C=CC=C(C(F)(F)F)C=2)C([Cl:30])=NC=1>>[Br:1][C:2]1[C:3]([CH3:22])=[C:4]([C:12]2[CH:17]=[CH:16][CH:15]=[C:14]([C:18]([F:21])([F:20])[F:19])[CH:13]=2)[C:5]2[N:6]([N:8]=[C:9]([Cl:30])[N:10]=2)[CH:7]=1. Reported procedure: The title compound was prepared from 6-bromo-7-methyl-8-(3-trifluoromethyl-phenyl)-[1,2,4]triazolo[1,5-a]pyridin-2-ylamine (Int. 2, 356 mg, 0.959 mmol) using a similar method to that employed in Intermediate 14 (130 mg). The reactants are O (water), O (Water), N1=CC=CC=C1 (pyridine), CC1(OC(=O)CC(=O)O1)C (meldrum's acid), [Si](C1=CC=CC=C1)(C1=CC=CC=C1)(C(C)(C)C)OCC=1C=C(C=O)C=CC1 (3-(((tert-butyldiphenylsilyl)oxy)methyl)benzaldehyde). Reagents/catalysts: [Ti](Cl)(Cl)(Cl)Cl (titanium (IV) chloride). Solvent: C1CCOC1 (THF), C1CCOC1 (THF). Reaction conditions: temperature 0 celsius, time 50 minute. Product: [Si](C1=CC=CC=C1)(C1=CC=CC=C1)(C(C)(C)C)OCC=1C=C(C=C2C(OC(OC2=O)(C)C)=O)C=CC1 (5-(3-(((tert-butyldiphenylsilyl)oxy)methyl)benzylidene)-2,2-dimethyl-1,3-dioxane-4,6-dione). The yield is 73.7%. As a reaction SMILES: [CH3:1][C:2]1([CH3:10])[O:9][C:7](=[O:8])[CH2:6][C:4](=[O:5])[O:3]1.[Si:11]([O:28][CH2:29][C:30]1[CH:31]=[C:32]([CH:35]=[CH:36][CH:37]=1)[CH:33]=O)([C:24]([CH3:27])([CH3:26])[CH3:25])([C:18]1[CH:23]=[CH:22][CH:21]=[CH:20][CH:19]=1)[C:12]1[CH:17]=[CH:16][CH:15]=[CH:14][CH:13]=1.N1C=CC=CC=1.O>C1COCC1.[Ti](Cl)(Cl)(Cl)Cl>[Si:11]([O:28][CH2:29][C:30]1[CH:31]=[C:32]([CH:35]=[CH:36][CH:37]=1)[CH:33]=[C:6]1[C:7](=[O:8])[O:9][C:2]([CH3:10])([CH3:1])[O:3][C:4]1=[O:5])([C:24]([CH3:27])([CH3:25])[CH3:26])([C:12]1[CH:17]=[CH:16][CH:15]=[CH:14][CH:13]=1)[C:18]1[CH:19]=[CH:20][CH:21]=[CH:22][CH:23]=1. Procedure: To a solution of titanium (IV) chloride (9.88 g) in THF (80 mL) were added dropwise a solution of meldrum's acid (3.75 g) and 3-(((tert-butyldiphenylsilyl)oxy)methyl)benzaldehyde (6.50 g) in THF (50 mL) at 0° C., and pyridine (11.0 g) was further added dropwise at 0° C. over 30 min. The reaction mixture was stirred at 0° C. for 50 min, and water (100 mL) was added dropwise at 0° C. over 5 min. Water was further added, and the mixture was extracted with ethyl acetate. The extract was washed with ... Reactants: CS(=O)(=O)OCC1=C(C(=CC=C1)OCC1=C(C=CC=C1C)C)OC (3-(2,6-dimethylbenzyloxy)-2-methoxybenzyl methanesulfonate), [C-]#N.[Na+] (NaCN). Run in CN(C)C=O (DMF), CCOC(=O)C (EtOAc). Product: CC1=C(COC=2C(=C(C=CC2)CC#N)OC)C(=CC=C1)C (2-(3-(2,6-dimethylbenzyloxy)-2-methoxyphenyl)acetonitrile). RXN SMILES: CS(O[CH2:6][C:7]1[CH:12]=[CH:11][CH:10]=[C:9]([O:13][CH2:14][C:15]2[C:20]([CH3:21])=[CH:19][CH:18]=[CH:17][C:16]=2[CH3:22])[C:8]=1[O:23][CH3:24])(=O)=O.[C-:25]#[N:26].[Na+]>CN(C=O)C.CCOC(C)=O>[CH3:22][C:16]1[CH:17]=[CH:18][CH:19]=[C:20]([CH3:21])[C:15]=1[CH2:14][O:13][C:9]1[C:8]([O:23][CH3:24])=[C:7]([CH2:6][C:25]#[N:26])[CH:12]=[CH:11][CH:10]=1 |f:1.2|. Procedure: The solution of 3-(2,6-dimethylbenzyloxy)-2-methoxybenzyl methanesulfonate (Step C, 8.8 g, 30.26 mmol) and NaCN (1.60 g, 32.6 mmol) in dry DMF (40 ml) was heated at 85° C. for 18 hours then cooled and diluted with EtOAc (50 ml). The organic layer was washed with water (30 ml), concentrated, and passed through short silica gel column using methylene chloride to give the title compound as a yellow solid. Reactants: ClCCCS(=O)(=O)N(CC1=CC=CC=C1)CCCCOC=1C=C2C=CC(NC2=CC1)=O (6-{4-[N-(3-chloropropylsulfonyl)-N-benzylamino]butoxy}carbostyril), N1N=CN=C1 (1,2,4-triazole). Run in O1CCOCC1 (dioxane). Product: N1(N=CN=C1)CCCS(=O)(=O)N(CC1=CC=CC=C1)CCCCOC=1C=C2C=CC(NC2=CC1)=O (6-[4-{N-[3-(1,2,4-triazol-1-yl)propylsulfonyl]-N-benzylamino}butoxy]-carbostyril). The yield is 30.5%. RXN SMILES: Cl[CH2:2][CH2:3][CH2:4][S:5]([N:8]([CH2:16][CH2:17][CH2:18][CH2:19][O:20][C:21]1[CH:22]=[C:23]2[C:28](=[CH:29][CH:30]=1)[NH:27][C:26](=[O:31])[CH:25]=[CH:24]2)[CH2:9][C:10]1[CH:15]=[CH:14][CH:13]=[CH:12][CH:11]=1)(=[O:7])=[O:6].[NH:32]1[CH:36]=[N:35][CH:34]=[N:33]1>O1CCOCC1>[N:32]1([CH2:2][CH2:3][CH2:4][S:5]([N:8]([CH2:16][CH2:17][CH2:18][CH2:19][O:20][C:21]2[CH:22]=[C:23]3[C:28](=[CH:29][CH:30]=2)[NH:27][C:26](=[O:31])[CH:25]=[CH:24]3)[CH2:9][C:10]2[CH:15]=[CH:14][CH:13]=[CH:12][CH:11]=2)(=[O:7])=[O:6])[CH:36]=[N:35][CH:34]=[N:33]1. Procedure details: 1.0 g of 6-{4-[N-(3-chloropropylsulfonyl)-N-benzylamino]butoxy}carbostyril and 600 mg of 1,2,4-triazole were stirred at 140° C. for 3 hours. The reaction mixture was diluted with dioxane. The resulting crystals were collected by filtration and purified by a column chromatography (eluant: 3% methanol/chloroform). The purified crystals were recrystallized from ethyl acetate to obtain 327 mg of 6-[4-{N-[3-(1,2,4-triazol-1-yl)propylsulfonyl]-N-benzylamino}butoxy]-carbostyril. Reactants: NC(=NC(C1=C(C=C(C(=C1)S(=O)(=O)C)C1C=CCC1)C)=O)N (N-diaminomethylene-2-methyl-4-(1-cyclopenten-3-yl)-5-methylsulfonylbenzamide), CS(=O)(=O)O (methanesulfonic acid). Reaction SMILES: [NH2:1][C:2]([NH2:22])=[N:3][C:4](=[O:21])[C:5]1[CH:10]=[C:9]([S:11]([CH3:14])(=[O:13])=[O:12])[C:8]([CH:15]2[CH2:19][CH2:18][CH:17]=[CH:16]2)=[CH:7][C:6]=1[CH3:20].[CH3:23][S:24]([OH:27])(=[O:26])=[O:25]>CC(C)=O>[NH2:22][C:2]([NH2:1])=[N:3][C:4](=[O:21])[C:5]1[CH:10]=[C:9]([S:11]([CH3:14])(=[O:12])=[O:13])[C:8]([CH:15]2[CH2:19][CH2:18][CH:17]=[CH:16]2)=[CH:7][C:6]=1[CH3:20].[CH3:23][S:24]([O-:27])(=[O:26])=[O:25]. Yields the product NC(=NC(C1=C(C=C(C(=C1)S(=O)(=O)C)C1C=CCC1)C)=O)N (N-diaminomethylene-2-methyl-4-(1-cyclopenten-3-yl)-5-methylsulfonylbenzamide), CS(=O)(=O)[O-] (methane-sulfonate). The solvent is CC(=O)C (acetone). Reported procedure: 700 mg of N-diaminomethylene-2-methyl-4-(1-cyclopenten-3-yl)-5-methylsulfonylbenzamide [which can be prepared according to Example 1; m.p. 212°-214°] are dissolved in 20 ml of acetone, and 6.1 ml of methanesulfonic acid are added, while stirring. Filtration and lyophilization give N-diaminomethylene-2-methyl-4-(1-cyclopenten-3-yl)-5-methylsulfonylbenzamide, methane-sulfonate, m.p. 202°-204°.